From a dataset of the Open Reaction Database (ORD), a public repository of structured organic reaction records. describe an organic reaction: reactants, conditions, products, and yield The reactants are CCN, CO, NC(=O)c1ccc(Cl)nn1. Yields the product CCNc1ccc(C(N)=O)nn1. RXN SMILES: [CH3:11][CH2:12][NH2:13].[CH3:14][OH:15].[Cl:1][c:2]1[cH:3][cH:4][c:5]([C:8](=[O:9])[NH2:10])[n:6][n:7]1>>[c:2]1([NH:13][CH2:12][CH3:11])[cH:3][cH:4][c:5]([C:8](=[O:9])[NH2:10])[n:6][n:7]1. Reactants: C(C1=CC=CC=C1)(=O)Cl (benzoyl chloride), NC=1C=C2C(=CN(C2=CC1)CC1=CC(=C(C=C1)Cl)Cl)C=C1C(NC(S1)=O)=O (5-amino-N-(3,4-dichlorobenzyl)-3-(2,4-dioxo-thiazolidin-5-ylidene-methyl)-indole). Product: C(C1=CC=CC=C1)(=O)NC=1C=C2C(=CN(C2=CC1)CC1=CC(=C(C=C1)Cl)Cl)C=C1C(NC(S1)=O)=O (5-benzoylamino-N-(3,4-dichlorobenzyl)-3-(2,4-dioxo-thiazolidin-5-ylidenemethyl)-indole). RXN SMILES: [C:1](Cl)(=[O:8])[C:2]1[CH:7]=[CH:6][CH:5]=[CH:4][CH:3]=1.[NH2:10][C:11]1[CH:12]=[C:13]2[C:17](=[CH:18][CH:19]=1)[N:16]([CH2:20][C:21]1[CH:26]=[CH:25][C:24]([Cl:27])=[C:23]([Cl:28])[CH:22]=1)[CH:15]=[C:14]2[CH:29]=[C:30]1[S:34][C:33](=[O:35])[NH:32][C:31]1=[O:36]>>[C:1]([NH:10][C:11]1[CH:12]=[C:13]2[C:17](=[CH:18][CH:19]=1)[N:16]([CH2:20][C:21]1[CH:26]=[CH:25][C:24]([Cl:27])=[C:23]([Cl:28])[CH:22]=1)[CH:15]=[C:14]2[CH:29]=[C:30]1[S:34][C:33](=[O:35])[NH:32][C:31]1=[O:36])(=[O:8])[C:2]1[CH:7]=[CH:6][CH:5]=[CH:4][CH:3]=1. Procedure: The title compound was prepared by General Procedure 7 with benzoyl chloride and the amino compound from Example 47 as reactants. Nmr and ms data were consistent; ms m/e 523 (M+1). HPLC (System 1): purity greater than 80%. Reactants: COC1CCC(CC1)C1=NC2=C(N1)C=CC=C2 (2-(4-methoxy-cyclohexyl)-1H-benzoimidazole). Procedure: A solution of 2-(4-methoxy-cyclohexyl)-1H-benzoimidazole (500 mg, 2.17 mmol) in HI (35%) (5 mL) was heated to 90° C. for 1 h. The reaction mixture was diluted with water (20 mL) and extracted with EtOAc (2×10 mL); the organic layers was combined and washed with brine (2×10 mL), dried over Na2SO4, and concentrated to give the desired product (400 mg, 1.85 mmol, 85% yield) as brown solid. Isolated yield 85.3%. The solvent is I (HI), O (water). Yields the product N1C(=NC2=C1C=CC=C2)C2CCC(CC2)O (4-(1H-BENZOIMIDAZOL-2-YL)-CYCLOHEXANOL). Reaction SMILES: C[O:2][CH:3]1[CH2:8][CH2:7][CH:6]([C:9]2[NH:13][C:12]3[CH:14]=[CH:15][CH:16]=[CH:17][C:11]=3[N:10]=2)[CH2:5][CH2:4]1>I.O>[NH:10]1[C:11]2[CH:17]=[CH:16][CH:15]=[CH:14][C:12]=2[N:13]=[C:9]1[CH:6]1[CH2:7][CH2:8][CH:3]([OH:2])[CH2:4][CH2:5]1. The reactants are C(C1=CC=CC=C1)(=O)N1CCN(CC1)C(C(=O)C1=CNC2=C(N=CC(=C12)OC)OC)=O (N-(benzoyl)-N′-[(4,7-dimethoxy-6-azaindol-3-yl)-oxoacetyl]piperazine), C(C1=CC=CC=C1)(=O)N1C[C@H](N(CC1)C(C(=O)C1=CNC2=NC=CC=C12)=O)C ((R)-N-(benzoyl)-3-methyl-N′-[(7-azaindol-3-yl)-oxoacetyl]-piperazine), COC1=C2C(=CNC2=C(N=C1)OC)C(C(=O)[O-])=O.[K+] (Potassium (4,7-dimethoxy-6-azaindol-3-yl)-oxoacetate). Product: N1C=C(C2=CC=CN=C12)C(C(=O)[O-])=O.[K+] (Potassium (7-azaindol-3-yl)-oxoacetate). RXN SMILES: C(N1CCN(C(=O)C(C2C3C(=C(OC)N=CC=3OC)NC=2)=O)CC1)(=[O:8])C1C=CC=CC=1.C(N1CCN([C:46](=[O:58])[C:47]([C:49]2[C:57]3[C:52](=[N:53][CH:54]=[CH:55][CH:56]=3)[NH:51][CH:50]=2)=[O:48])[C@H](C)C1)(=O)C1C=CC=CC=1.COC1C=NC(OC)=C2C=1C(C(=O)C([O-])=O)=CN2.[K+:78]>>[NH:51]1[C:52]2[C:57](=[CH:56][CH:55]=[CH:54][N:53]=2)[C:49]([C:47](=[O:48])[C:46]([O-:58])=[O:8])=[CH:50]1.[K+:78] |f:2.3,4.5|. Procedure details: Compound IVa, N-(benzoyl)-N′-[(4,7-dimethoxy-6-azaindol-3-yl)-oxoacetyl]piperazine, was prepared by the same method used to prepare compound 5a but the starting material was Potassium (4,7-dimethoxy-6-azaindol-3-yl)-oxoacetate. The compound was purified by silica gel chromatography using EtOAc as the eluting solvent to give a white solid. 1H NMR (500 MHz, DMSO-d6) δ 13.0 (s, 1H), 8.15 (s, 1H), 7.40 (m, 6H), 4.00 (s, 3H), 3.83 (s, 3H), 3.63-3.34 (m, 8H); 13C NMR (125 MHz, DMSO-d6) δ 185.5, 169.3,...